This data is from the Open Reaction Database (ORD), a public repository of structured organic reaction records. The task is: describe an organic reaction: reactants, conditions, products, and yield The reactants are O(C1=CC=CC=C1)CC1=NN2C(C(NCC2)=O)=C1 (2-phenoxymethyl-6,7-dihydro-5H-pyrazolo[1,5-a]pyrazin-4-one), C([O-])([O-])=O.[Cs+].[Cs+] (cesium carbonate), C1(CCCCC1)P(C1=C(C=CC=C1)C1=C(C=C(C=C1C(C)C)C(C)C)C(C)C)C1CCCCC1 (2-dicyclohexylphosphino-2′,4′,6′-triisopropylbiphenyl), ClC1=NC=C(C(=N1)OC)F (2-chloro-5-fluoro-4-methoxypyrimidine). Reagents/catalysts: C(C)(=O)[O-].[Pd+2].C(C)(=O)[O-] (Palladium (II) acetate). Conditions: temperature 120 celsius, time 16 hour. Product: FC=1C(=NC(=NC1)N1C(C=2N(CC1)N=C(C2)COC2=CC=CC=C2)=O)OC (5-(5-fluoro-4-methoxy-pyrimidin-2-yl)-2-phenoxymethyl-6,7-dihydro-5H-pyrazolo[1,5-a]pyrazin-4-one). Isolated yield 33.0%. Reaction SMILES: [O:1]([CH2:8][C:9]1[CH:18]=[C:12]2[C:13](=[O:17])[NH:14][CH2:15][CH2:16][N:11]2[N:10]=1)[C:2]1[CH:7]=[CH:6][CH:5]=[CH:4][CH:3]=1.C(=O)([O-])[O-].[Cs+].[Cs+].C1(P(C2CCCCC2)C2C=CC=CC=2C2C(C(C)C)=CC(C(C)C)=CC=2C(C)C)CCCCC1.Cl[C:60]1[N:65]=[C:64]([O:66][CH3:67])[C:63]([F:68])=[CH:62][N:61]=1>C([O-])(=O)C.[Pd+2].C([O-])(=O)C>[F:68][C:63]1[C:64]([O:66][CH3:67])=[N:65][C:60]([N:14]2[CH2:15][CH2:16][N:11]3[N:10]=[C:9]([CH2:8][O:1][C:2]4[CH:3]=[CH:4][CH:5]=[CH:6][CH:7]=4)[CH:18]=[C:12]3[C:13]2=[O:17])=[N:61][CH:62]=1 |f:1.2.3,6.7.8|. Reported procedure: Palladium (II) acetate (2.79 mg, 0.012 mmol) was added to a stirred suspension of 2-phenoxymethyl-6,7-dihydro-5H-pyrazolo[1,5-a]pyrazin-4-one (100 mg, 0.41 mmol), cesium carbonate (0.18 g, 0.57 mmol), 2-dicyclohexylphosphino-2′,4′,6′-triisopropylbiphenyl (17 mg, 0.037 mmol) and 2-chloro-5-fluoro-4-methoxypyrimidine (0.2 g, 1.23 mmol) in a sealed tube and under nitrogen. The reaction mixture was stirred at 120° C. for 16 hours. The solvent was evaporated in vacuo and the crude product was purifie... Reactants: C(C1=CC=CC=C1)OC(=O)N1C[C@H](C[C@H](C1)NC(=O)OC(C)(C)C)C(=O)O (cis (+/−)-1-(benzyloxycarbonyl)-5-(tert-butoxy-carbonylamino)piperidine-3-carboxylic acid), CO (methanol), C(CCl)Cl (EDC), CC1=C(C(=NC=C1)N)C (dimethyl-aminopyridine). Run in ClCCl (dichloromethane). Reaction conditions: time 48 hour. Product: C(C)(C)(C)OC(=O)N[C@@H]1C[C@@H](CN(C1)C(=O)OCC1=CC=CC=C1)C(=O)OC (cis (+/−)-1-benzyl 3-methyl 5-(tert-butoxycarbonylamino)-piperidine-1,3-dicarboxylate). RXN SMILES: [CH2:1]([O:8][C:9]([N:11]1[CH2:16][C@H:15]([NH:17][C:18]([O:20][C:21]([CH3:24])([CH3:23])[CH3:22])=[O:19])[CH2:14][C@H:13]([C:25]([OH:27])=[O:26])[CH2:12]1)=[O:10])[C:2]1[CH:7]=[CH:6][CH:5]=[CH:4][CH:3]=1.CO.[CH2:30](Cl)CCl.CC1C=CN=C(N)C=1C>ClCCl>[C:21]([O:20][C:18]([NH:17][C@H:15]1[CH2:16][N:11]([C:9]([O:8][CH2:1][C:2]2[CH:3]=[CH:4][CH:5]=[CH:6][CH:7]=2)=[O:10])[CH2:12][C@@H:13]([C:25]([O:27][CH3:30])=[O:26])[CH2:14]1)=[O:19])([CH3:23])([CH3:24])[CH3:22]. Procedure: To a solution of cis (+/−)-1-(benzyloxycarbonyl)-5-(tert-butoxy-carbonylamino)piperidine-3-carboxylic acid (1.0 eq), methanol (20 eq.) and EDC (1.3 eq) in dichloromethane at a concentration of 0.25 M at 0° C. was added dimethyl-aminopyridine (0.1 eq). After stirring for 48 hours as the reaction was allowed to warm to rt the volatiles were removed in vacuo. Upon addition of ethyl acetate and washing with H2O (3×), 1N HCl, NaHCO3 (sat.) and brine, the solution was dried over MgSO4, filtered, conce... The reactants are NC1=CC=C(C=C1)CC(=O)O (4-aminophenylacetic acid), Cl.CN(CCCN=C=NCC)C (1-(3-dimethylaminopropyl)-3-ethyl carbodiimide hydrochloride), CNC (dimethylamine), solution, CCO (EtOH). Solvent: ClCCCl (DCE). Run at time 4 hour. The product is NC1=CC=C(C=C1)CC(=O)N(C)C (2-(4-Aminophenyl)N,N-dimethylacetamide). The yield is 48.6%. Reaction SMILES: [NH2:1][C:2]1[CH:7]=[CH:6][C:5]([CH2:8][C:9]([OH:11])=O)=[CH:4][CH:3]=1.Cl.[CH3:13][N:14](C)[CH2:15]CCN=C=NCC.CNC.CCO>ClCCCl>[NH2:1][C:2]1[CH:7]=[CH:6][C:5]([CH2:8][C:9]([N:14]([CH3:15])[CH3:13])=[O:11])=[CH:4][CH:3]=1 |f:1.2|. Procedure details: A suspension of 4-aminophenylacetic acid (5 g, 30 mmol), 1-(3-dimethylaminopropyl)-3-ethyl carbodiimide hydrochloride (6.9 g, 36 mmol), and dimethylamine (6.5 mol of a 5.6M solution in EtOH 36 mmol) in 1,2, DCE was stirred at room temperature for 4 h. Silica was added, the suspension evaporated and residue loaded onto silica plug column, eluting with DCM:MeOH/98:2). The title compound (2.6 g, 45%) was isolated as an orange solid. 1H MNR (400 MHz, CDCl3) δ2.94 (3H, s), δ2.98 (3H, s), 3.60 (2H, s)... Starting materials: CCO, Cc1ccc(F)cc1CCl, N#C[Na], O. Yields the product Cc1ccc(F)cc1CC#N. Reaction SMILES: [CH3:15][CH2:16][OH:17].[Cl:5][CH2:6][c:7]1[c:8]([CH3:14])[cH:9][cH:10][c:11]([F:13])[cH:12]1.[Na:1][C:2]#[N:3].[OH2:4]>>[C:2](#[N:3])[CH2:6][c:7]1[c:8]([CH3:14])[cH:9][cH:10][c:11]([F:13])[cH:12]1. Starting materials: ClC1C(=NOC1(C(F)(F)F)O)C1=C(C=C(C(=C1)F)Cl)F (4-chloro-3-(4'-chloro-2',5'-difluorophenyl)-5-hydroxy-5-trifluoromethylisoxazoline), C(C)(=O)OC(C)=O (acetic anhydride). Reagents/catalysts: S(O)(O)(=O)=O (sulfuric acid). Conditions: temperature 160 celsius. Product: ClC1C(=NOC1(C(F)(F)F)OC(=O)C)C1=C(C=C(C(=C1)F)Cl)F (4-Chloro-3-(4'-chloro-2',5'-difluorophenyl)-5-(methylcarbonyloxy)-5-trifluoromethylisoxazoline). RXN SMILES: [Cl:1][CH:2]1[C:6]([OH:11])([C:7]([F:10])([F:9])[F:8])[O:5][N:4]=[C:3]1[C:12]1[CH:17]=[C:16]([F:18])[C:15]([Cl:19])=[CH:14][C:13]=1[F:20].[C:21](OC(=O)C)(=[O:23])[CH3:22]>S(=O)(=O)(O)O>[Cl:1][CH:2]1[C:6]([O:11][C:21]([CH3:22])=[O:23])([C:7]([F:8])([F:9])[F:10])[O:5][N:4]=[C:3]1[C:12]1[CH:17]=[C:16]([F:18])[C:15]([Cl:19])=[CH:14][C:13]=1[F:20]. Procedure: One drop of concentrated sulfuric acid was added to 3.2 g of 4-chloro-3-(4'-chloro-2',5'-difluorophenyl)-5-hydroxy-5-trifluoromethylisoxazoline in 45 ml of acetic anhydride. The mixture was subsequently briefly heated to 160° C. After cooling, the reaction mixture was then concentrated under reduced pressure. The oily crude product was purified by silica gel chromatography (eluent: methylene chloride). Yield: 2.5 g; oil.